describe an organic reaction: reactants, conditions, products, and yield From a dataset of the Open Reaction Database (ORD), a public repository of structured organic reaction records. The reactants are COC1=C(C=CC=C1CBr)OC1=CC=CC=C1 (phenyl 2-methoxy-3-bromomethylphenyl ether), [C-]#N.[Na+] (sodium cyanide). The solvent is CS(=O)C (dimethyl sulfoxide). The product is COC1=C(C=CC=C1OC1=CC=CC=C1)CC#N (2-(2-methoxy-3-phenoxyphenyl)acetonitrile). Yield: 95.1%. RXN SMILES: [CH3:1][O:2][C:3]1[C:8]([CH2:9]Br)=[CH:7][CH:6]=[CH:5][C:4]=1[O:11][C:12]1[CH:17]=[CH:16][CH:15]=[CH:14][CH:13]=1.[C-:18]#[N:19].[Na+]>CS(C)=O>[CH3:1][O:2][C:3]1[C:4]([O:11][C:12]2[CH:17]=[CH:16][CH:15]=[CH:14][CH:13]=2)=[CH:5][CH:6]=[CH:7][C:8]=1[CH2:9][C:18]#[N:19] |f:1.2|. Procedure details: A solution of phenyl 2-methoxy-3-bromomethylphenyl ether (8.5 g) in dimethyl sulfoxide (30 ml) and powdered sodium cyanide (1.45 g) were treated in a similar manner to that of Example 14-(4) to give oily 2-(2-methoxy-3-phenoxyphenyl)acetonitrile (6.6 g). Starting materials: [Al+3].[Cl-].[Cl-].[Cl-] (AlCl3), BrC1=CC=C(CN(S(=O)(=O)C2=CC=C(C=C2)C)CC(OC)OC)C=C1 (N-(4-Bromo-benzyl)-N-(2,2-dimethoxy-ethyl)-4-methyl-benzenesulfonamide). Solvent: ClCCl (dichloromethane), ClCCl (dichloromethane). Conditions: time 4 hour. The product is BrC=1C=C2C=CN=CC2=CC1 (6-Bromo-isoquinoline). Isolated yield 60.2%. As a reaction SMILES: [Al+3].[Cl-].[Cl-].[Cl-].[Br:5][C:6]1[CH:29]=[CH:28][C:9]([CH2:10][N:11]([CH2:22][CH:23](OC)OC)S(C2C=CC(C)=CC=2)(=O)=O)=[CH:8][CH:7]=1>ClCCl>[Br:5][C:6]1[CH:29]=[C:28]2[C:9](=[CH:8][CH:7]=1)[CH:10]=[N:11][CH:22]=[CH:23]2 |f:0.1.2.3|. Procedure details: To a mechanically stirred suspension of 95.2 g (699.5 mmol) of AlCl3 in 400 ml of dichloromethane a solution of 59.9 g (139.8 mmol) N-(4-bromo-benzyl)-N-(2,2-dimethoxy-ethyl)-4-methyl-benzenesulfonamide (2) in 400 ml of dichloromethane was added and the reaction was stirred at room temperature for 4 h. After standing overnight, the reaction mixture was poured onto ice, the organic layer was separated and the aqueous layer was extracted twice with dichloromethane. The combined dichloromethane sol...